Task: describe an organic reaction: reactants, conditions, products, and yield. Dataset: the Open Reaction Database (ORD), a public repository of structured organic reaction records Starting materials: CC1(OC(C(O1)=CC(=O)N(OC)CC1=CC=C(C=C1)F)=O)C (2-(2,2-Dimethyl-5-oxo-[1,3]dioxolan-4-ylidene)-N-(4-fluoro-benzyl)-N-methoxy-acetamide), S(N)(=O)(=O)C1=NN=C(S1)NC(C)=O (N-(5-sulfamoyl-[1,3,4]thiadiazol-2-yl)-acetamide), compound 1. Yields the product FC1=CC=C(CN(C(C=C(C(=O)NS(=O)(=O)C=2SC(=NN2)NC(C)=O)O)=O)OC)C=C1 (4-(5-Acetylamino-[1,3,4]thiadiazole-2-sulfonylamino)-3-hydroxy-4-oxo-but-2-enoic acid (4-fluoro-benzyl)-methoxy-amide). Reaction SMILES: CC1(C)[O:6][C:5](=[CH:7][C:8]([N:10]([CH2:13][C:14]2[CH:19]=[CH:18][C:17]([F:20])=[CH:16][CH:15]=2)[O:11][CH3:12])=[O:9])[C:4](=[O:21])O1.[S:23]([C:27]1[S:31][C:30]([NH:32][C:33](=[O:35])[CH3:34])=[N:29][N:28]=1)(=[O:26])(=[O:25])[NH2:24]>>[F:20][C:17]1[CH:16]=[CH:15][C:14]([CH2:13][N:10]([O:11][CH3:12])[C:8](=[O:9])[CH:7]=[C:5]([OH:6])[C:4]([NH:24][S:23]([C:27]2[S:31][C:30]([NH:32][C:33](=[O:35])[CH3:34])=[N:29][N:28]=2)(=[O:26])=[O:25])=[O:21])=[CH:19][CH:18]=1. Reported procedure: 2-(2,2-Dimethyl-5-oxo-[1,3]dioxolan-4-ylidene)-N-(4-fluoro-benzyl)-N-methoxy-acetamide was treated with N-(5-sulfamoyl-[1,3,4]thiadiazol-2-yl)-acetamide as described in the preparation of compound 1 to yield the title compound. LCMS (M+H) calcd for C16H17FN5O7S2: 474.1; found: 474.1. 1H NMR (500 MHz, DMSO) δ: 2.21 (s, 3), 3.62 (s, 3), 4.72 (s, 2), 6.32 (s, 1), 6.95 (m, 2), 7.22 (m, 2). Starting materials: O(C1=CC=CC=C1)CCNC1=C(C=NC2=CC=CN=C12)N (N4-(2-phenoxyethyl)[1,5]naphthyridine-3,4-diamine), C(CCCC)(=O)Cl (valeryl chloride), amide. The product is C1(=CC=CC=C1)OCCN1C(=NC=2C=NC=3C=CC=NC3C21)CCCC (2-(2-butyl-1H-imidazo[4,5-c][1,5]naphthyridin-1-yl)ethyl phenyl ether). Yield: 73.5%. Reaction SMILES: [O:1]([CH2:8][CH2:9][NH:10][C:11]1[C:20]2[C:15](=[CH:16][CH:17]=[CH:18][N:19]=2)[N:14]=[CH:13][C:12]=1[NH2:21])[C:2]1[CH:7]=[CH:6][CH:5]=[CH:4][CH:3]=1.[C:22](Cl)(=O)[CH2:23][CH2:24][CH2:25][CH3:26]>>[C:2]1([O:1][CH2:8][CH2:9][N:10]2[C:11]3[C:20]4[N:19]=[CH:18][CH:17]=[CH:16][C:15]=4[N:14]=[CH:13][C:12]=3[N:21]=[C:22]2[CH2:23][CH2:24][CH2:25][CH3:26])[CH:7]=[CH:6][CH:5]=[CH:4][CH:3]=1. Reported procedure: Using the general method of Example 73 Part A and Part B, N4-(2-phenoxyethyl)[1,5]naphthyridine-3,4-diamine (4.4 g, 15.7 mmol) was reacted with valeryl chloride (1.95 mL, 16.4 mmol) and the resulting amide intermediate was cyclized to provide 4.0 g of 2-(2-butyl-1H-imidazo[4,5-c][1,5]naphthyridin-1-yl)ethyl phenyl ether as a white solid, m.p. 150-150.5° C. Analysis: Calculated for C21H22N4O: %C, 72.81; %H, 6.40; %N, 16.17. Found: %C, 72.78; %H, 6.40; %N, 16.31. 1H NMR (300 MHz, DMSO): δ9.25 (s, ... The reactants are N[C@@H]([C@H](O)C)C(=O)OC(C)(C)C.Cl (H-Thr-OtBu-HCl), N([C@@H](CC1=CC=CC=C1)C(=O)O)C(=O)OCC=C (Alloc-Phe-OH), C(CCl)Cl (EDC), CCN(C(C)C)C(C)C (DIEA). Solvent: C(Cl)Cl (CH2Cl2), C(Cl)Cl (CH2Cl2). Run at time 30 minute. Yields the product N([C@@H](CC1=CC=CC=C1)C(=O)N[C@@H]([C@H](O)C)C(=O)OC(C)(C)C)C(=O)OCC=C (Alloc-Phe-Thr-OtBu). The yield is 72.7%. Reaction SMILES: [NH2:1][C@H:2]([C:6]([O:8][C:9]([CH3:12])([CH3:11])[CH3:10])=[O:7])[C@@H:3]([CH3:5])[OH:4].Cl.CCN(C(C)C)C(C)C.[NH:23]([C:35]([O:37][CH2:38][CH:39]=[CH2:40])=[O:36])[C@H:24]([C:32](O)=[O:33])[CH2:25][C:26]1[CH:31]=[CH:30][CH:29]=[CH:28][CH:27]=1.C(Cl)CCl>C(Cl)Cl>[NH:23]([C:35]([O:37][CH2:38][CH:39]=[CH2:40])=[O:36])[C@H:24]([C:32]([NH:1][C@H:2]([C:6]([O:8][C:9]([CH3:11])([CH3:10])[CH3:12])=[O:7])[C@@H:3]([CH3:5])[OH:4])=[O:33])[CH2:25][C:26]1[CH:31]=[CH:30][CH:29]=[CH:28][CH:27]=1 |f:0.1|. Reported procedure: H-Thr-OtBu-HCl (3.1 g, 15 mmol, 1.3 equiv) was dissolved in CH2Cl2 (30 mL) and DIEA (2.9 mL, 17 mmol, 1.5 equiv) was added and the mixture allowed to stir for 30 min. Alloc-Phe-OH (2.8 g, 11 mmol, 1 equiv) and EDC (2.8 g, 15 mmol, 1.3 equiv) in CH2Cl2 (35 mL) was then added and the reaction was stirred for 18 h. The organic reaction mixture was washed with H2O (3×25 mL), dried (MgSO4) and concentrated in vacuo. The resultant oil (4.12 g) was purified by flash chromatography [CHCl3-MeOH—HOAc (9:1... Reactants: ( C ), NC1=C(C=C(O[C@@H]2CN(CC2)C(=O)OC(C)(C)C)C=C1)C(=O)NC1=C(C=CC(=C1)C(=O)NC1CC1)C (tert-butyl (3S)-3-{4-amino-3-[({5-[(cyclopropylamino)carbonyl]-2-methylphenyl}amino)carbonyl]phenoxy}pyrrolidine-1-carboxylate), C(C)OC(OCC)OCC (triethylorthoformate). Yields the product C1(CC1)NC(=O)C=1C=CC(=C(C1)N1C=NC2=CC=C(C=C2C1=O)O[C@@H]1CN(CC1)C(=O)OC(C)(C)C)C (tert-butyl (3S)-3-[(3-{5-[(cyclopropylamino)carbonyl]-2-methylphenyl}-4-oxo-3,4-dihydroquinazolin-6-yl)oxy]pyrrolidine-1-carboxylate). Reaction SMILES: [NH2:1][C:2]1[CH:20]=[CH:19][C:5]([O:6][C@H:7]2[CH2:11][CH2:10][N:9]([C:12]([O:14][C:15]([CH3:18])([CH3:17])[CH3:16])=[O:13])[CH2:8]2)=[CH:4][C:3]=1[C:21]([NH:23][C:24]1[CH:29]=[C:28]([C:30]([NH:32][CH:33]2[CH2:35][CH2:34]2)=[O:31])[CH:27]=[CH:26][C:25]=1[CH3:36])=[O:22].[CH2:37](OC(OCC)OCC)C>>[CH:33]1([NH:32][C:30]([C:28]2[CH:27]=[CH:26][C:25]([CH3:36])=[C:24]([N:23]3[C:21](=[O:22])[C:3]4[C:2](=[CH:20][CH:19]=[C:5]([O:6][C@H:7]5[CH2:11][CH2:10][N:9]([C:12]([O:14][C:15]([CH3:16])([CH3:17])[CH3:18])=[O:13])[CH2:8]5)[CH:4]=4)[N:1]=[CH:37]3)[CH:29]=2)=[O:31])[CH2:34][CH2:35]1. Reported procedure: Using an analogous procedure to that described paragraph (C) in the portion of Example 18 which is concerned with the preparation of starting material, tert-butyl (3S)-3-{4-amino-3-[({5-[(cyclopropylamino)carbonyl]-2-methylphenyl}amino)carbonyl]phenoxy}pyrrolidine-1-carboxylate was reacted with triethylorthoformate to give tert-butyl (3S)-3-[(3-{5-[(cyclopropylamino)carbonyl]-2-methylphenyl}-4-oxo-3,4-dihydroquinazolin-6-yl)oxy]pyrrolidine-1-carboxylate; NMR Spectrum: (DMSOd6) 0.53 (m, 2H, 0.68 ...